Task: describe an organic reaction: reactants, conditions, products, and yield. Dataset: the Open Reaction Database (ORD), a public repository of structured organic reaction records Starting materials: BrCCCCN1C(SC(C1=O)(C)C)C (3-(4-bromobutyl)-2,5,5-trimethyl-4-thiazolidinone), ClC=1C=CC2=C(SC=C2N2CCNCC2)C1 (6-chloro-3-piperazinylbenzo[b]thiophene), C(=O)([O-])[O-].[K+].[K+] (K2CO3), [Na+].[I-] (NaI). Solvent: C(C)#N (acetonitrile). Run at temperature 90 celsius. Product: Cl.ClC=1C=CC2=C(SC=C2N2CCN(CC2)CCCCC2(SC(C(N2)=O)(C)C)C)C1 (4-(1-(6-Chlorobenzo[b]thiophen-3-yl)-4-piperazinyl)butyl-2,5,5-trimethyl-4-thiazolidinone hydrochloride). Yield: 43.0%. As a reaction SMILES: BrCCCC[N:6]1[C:10](=[O:11])[C:9]([CH3:13])([CH3:12])[S:8][CH:7]1[CH3:14].[Cl:15][C:16]1[CH:17]=[CH:18][C:19]2[C:23]([N:24]3[CH2:29][CH2:28][NH:27][CH2:26][CH2:25]3)=[CH:22][S:21][C:20]=2[CH:30]=1.C([O-])([O-])=O.[K+].[K+].[Na+].[I-]>C(#N)C>[ClH:15].[Cl:15][C:16]1[CH:17]=[CH:18][C:19]2[C:23]([N:24]3[CH2:25][CH2:26][N:27]([CH2:17][CH2:16][CH2:30][CH2:20][C:7]4([CH3:14])[NH:6][C:10](=[O:11])[C:9]([CH3:12])([CH3:13])[S:8]4)[CH2:28][CH2:29]3)=[CH:22][S:21][C:20]=2[CH:30]=1 |f:2.3.4,5.6,8.9|. Procedure: A mixture of 3-(4-bromobutyl)-2,5,5-trimethyl-4-thiazolidinone (5.00 g), 6-chloro-3-piperazinylbenzo[b]thiophene (5.41 g), K2CO3 (8.63 g) and NaI (400 mg) in acetonitrile (200 ml) was heated at 90° C. for 16.5 hours and the product was processed in substantially the same manner as in Example 10 to afford 2.25 g of powder, m.p. 199°-202° C. The reactants are C(C)(C)(C)C1=CC(=NN1)C(F)(F)F (5-tert-Butyl-3-trifluoromethyl-1H-pyrazole), CN(C)C=O (DMF), C(=O)([O-])[O-].[K+].[K+] (K2CO3), ClCC(=O)N1CCN(CC1)C1=CC=C(C=C1)F (2-Chloro-1-[4-(4-fluoro-phenyl)-piperazin-1-yl]-ethanone). The solvent is CCCCCC.C(C)(=O)OCC (hexane ethyl acetate). Product: C(C)(C)(C)C1=CC(=NN1CC(=O)N1CCN(CC1)C1=CC=C(C=C1)F)C(F)(F)F (2-(5-tert-Butyl-3-trifluoromethyl-pyrazol-1-yl)-1-[4-(4-fluoro-phenyl)-piperazin-1-yl]-ethanone). Reaction SMILES: [C:1]([C:5]1[NH:9][N:8]=[C:7]([C:10]([F:13])([F:12])[F:11])[CH:6]=1)([CH3:4])([CH3:3])[CH3:2].C([O-])([O-])=O.[K+].[K+].Cl[CH2:21][C:22]([N:24]1[CH2:29][CH2:28][N:27]([C:30]2[CH:35]=[CH:34][C:33]([F:36])=[CH:32][CH:31]=2)[CH2:26][CH2:25]1)=[O:23].CN(C=O)C>CCCCCC.C(OCC)(=O)C>[C:1]([C:5]1[N:9]([CH2:21][C:22]([N:24]2[CH2:25][CH2:26][N:27]([C:30]3[CH:35]=[CH:34][C:33]([F:36])=[CH:32][CH:31]=3)[CH2:28][CH2:29]2)=[O:23])[N:8]=[C:7]([C:10]([F:12])([F:13])[F:11])[CH:6]=1)([CH3:4])([CH3:2])[CH3:3] |f:1.2.3,6.7|. Procedure details: Protocol T was followed using 5-tert-Butyl-3-trifluoromethyl-1H-pyrazole, K2CO3, 2-Chloro-1-[4-(4-fluoro-phenyl)-piperazin-1-yl]-ethanone and DMF. Column chromatography using a solvent mixture (hexane/ethyl acetate=1/1) afforded the title compound as a colorless oil. 1H NMR (400 MHz, CDCl3); 6.94-7.08 (t, 2H), 6.82-6.88 (dd, 2H), 6.32 (s, 1H), 5.14 (s, 2H), 3.62-3.80 (m, 4H), 3.05-3.18 (m, 4H), 1.35 (s, 9H). MS (ES) M+H expected 412.43, found 413.1 Reactants: COC1=C(CC=2C(NC(=NC2)SC)=O)C=CC=C1 (5-(2-Methoxybenzyl)-2-methylthio-4-pyrimidone), CC1=C(N=CN1)CSCCN (2-(5-methyl-4-imidazolylmethylthio)ethylamine). Run in C(C)O (ethanol). Product: CC1=C(N=CN1)CSCCNC1=NC=C(C(N1)=O)CC1=C(C=CC=C1)OC (2-[2-(5-methyl-4-imidazolylmethylthio)ethylamino]-5-(2-methoxybenzyl)-4-pyrimidone). Reaction SMILES: [CH3:1][O:2][C:3]1[CH:18]=[CH:17][CH:16]=[CH:15][C:4]=1[CH2:5][C:6]1[C:7](=[O:14])[NH:8][C:9](SC)=[N:10][CH:11]=1.[CH3:19][C:20]1[NH:24][CH:23]=[N:22][C:21]=1[CH2:25][S:26][CH2:27][CH2:28][NH2:29]>C(O)C>[CH3:19][C:20]1[NH:24][CH:23]=[N:22][C:21]=1[CH2:25][S:26][CH2:27][CH2:28][NH:29][C:9]1[NH:8][C:7](=[O:14])[C:6]([CH2:5][C:4]2[CH:15]=[CH:16][CH:17]=[CH:18][C:3]=2[O:2][CH3:1])=[CH:11][N:10]=1. Reported procedure: 5-(2-Methoxybenzyl)-2-methylthio-4-pyrimidone (2.00 g) was reacted with 2-(5-methyl-4-imidazolylmethylthio)ethylamine (1.37 g) by the procedure of Example 1(ii) to give 2-[2-(5-methyl-4-imidazolylmethylthio)ethylamino]-5-(2-methoxybenzyl)-4-pyrimidone, m.p. 163°-167° C. (ex. ethanol). Starting materials: ClC1=C(C(=O)C2=CN=C(S2)N=CN(C)C)C=CC=C1 (N′-[5-(2-chloro-benzoyl)-thiazol-2-yl]-N,N-dimethyl-formamidine). Run in Cl (hydrochloric acid). Reaction conditions: temperature 70 celsius, time 1 hour. Yields the product NC=1SC(=CN1)C(=O)C1=C(C=CC=C1)Cl ((2-amino-thiazol-5-yl)-(2-chloro-phenyl)-methanone), ClC1=C(C=CC=C1)C(C)=O (1-(2-chloro-phenyl)-ethanone). As a reaction SMILES: [Cl:1][C:2]1[CH:19]=[CH:18][CH:17]=[CH:16][C:3]=1[C:4]([C:6]1[S:10][C:9]([N:11]=CN(C)C)=[N:8][CH:7]=1)=[O:5]>Cl>[NH2:11][C:9]1[S:10][C:6]([C:4]([C:3]2[CH:16]=[CH:17][CH:18]=[CH:19][C:2]=2[Cl:1])=[O:5])=[CH:7][N:8]=1.[Cl:1][C:2]1[CH:19]=[CH:18][CH:17]=[CH:16][C:3]=1[C:4](=[O:5])[CH3:6]. Procedure: The crude N′-[5-(2-chloro-benzoyl)-thiazol-2-yl]-N,N-dimethyl-formamidine was dissolved in 10% aqueous hydrochloric acid (150 mL) and heated to 70° C. for 4 hours. The precipitate was filtered, washed with ether, and then suspended in a 10% aqueous sodium carbonate solution (250 mL). The suspension was stirred for 1 hour and the precipitate was filtered, washed with ether, and dried in air to give (2-amino-thiazol-5-yl)-(2-chloro-phenyl)-methanone as a brown solid (8.5 g, 36 mmol, 55% from 1-(2-... The reactants are ClCCl, CC(C)=O, [O-][I+3]([O-])([O-])[O-], [Na+], O, O=C(CC1(Sc2ccc(Oc3ccccc3)cc2)CCCC1)NO. The product is O=C(CC1(S(=O)c2ccc(Oc3ccccc3)cc2)CCCC1)NO. RXN SMILES: [CH2:36]([Cl:37])[Cl:38].[CH3:31][C:32](=[O:33])[CH3:34].[I+3:25]([O-:26])([O-:27])([O-:28])[O-:29].[Na+:30].[OH2:35].[OH:1][NH:2][C:3]([CH2:4][C:5]1([S:10][c:11]2[cH:12][cH:13][c:14]([O:17][c:18]3[cH:19][cH:20][cH:21][cH:22][cH:23]3)[cH:15][cH:16]2)[CH2:6][CH2:7][CH2:8][CH2:9]1)=[O:24]>>[OH:1][NH:2][C:3]([CH2:4][C:5]1([S:10]([c:11]2[cH:12][cH:13][c:14]([O:17][c:18]3[cH:19][cH:20][cH:21][cH:22][cH:23]3)[cH:15][cH:16]2)=[O:26])[CH2:6][CH2:7][CH2:8][CH2:9]1)=[O:24]. The reactants are O (water), O(C1=CC=CC=C1)CCCNC1=CC=C(C(=O)O)C=C1 (4-(3-phenoxypropylamino)benzoic acid), [OH-].[Na+] (sodium hydroxide), ICC(CO)O (3-iodo-1,2-propanediol). Run in CN(P(=O)(N(C)C)N(C)C)C (hexamethylphosphoramide), CCOCC (ether). Reaction conditions: time 5 day. The product is O(C1=CC=CC=C1)CCCNC1=CC=C(C(=O)OCC(CO)O)C=C1 (2,3-dihydroxypropyl 4-(3-phenoxypropylamino)benzoate). RXN SMILES: [O:1]([CH2:8][CH2:9][CH2:10][NH:11][C:12]1[CH:20]=[CH:19][C:15]([C:16]([OH:18])=[O:17])=[CH:14][CH:13]=1)[C:2]1[CH:7]=[CH:6][CH:5]=[CH:4][CH:3]=1.[OH-].[Na+].I[CH2:24][CH:25]([OH:28])[CH2:26][OH:27].O>CN(C)P(N(C)C)(N(C)C)=O.CCOCC>[O:1]([CH2:8][CH2:9][CH2:10][NH:11][C:12]1[CH:13]=[CH:14][C:15]([C:16]([O:18][CH2:24][CH:25]([OH:28])[CH2:26][OH:27])=[O:17])=[CH:19][CH:20]=1)[C:2]1[CH:3]=[CH:4][CH:5]=[CH:6][CH:7]=1 |f:1.2|. Reported procedure: A solution of 5.5 g of 4-(3-phenoxypropylamino)benzoic acid, 4.80 g of 25% aqueous sodium hydroxide, and 12.6 g of 3-iodo-1,2-propanediol in 50 ml of hexamethylphosphoramide is stirred for 24 hours at ambient temperature, diluted with 100 ml of ether and stirred for 5 days at ambient temperature. The mixture is treated with water and extracted with ether. The dried extracts are evaporated to yield 2,3-dihydroxypropyl 4-(3-phenoxypropylamino)benzoate as a white solid. Reactants: BrC=1C=C2C(=CNC2=C(C1)C(=O)N)C1CCN(CC1)S(=O)(=O)CC (5-bromo-3-[1-(ethylsulfonyl)-4-piperidinyl]-1H-indole-7-carboxamide), C([O-])([O-])=O.[Cs+].[Cs+] (cesium carbonate), CC(C)(C)OC(=O)N1CCN(CC1)C1=CC=C(C=N1)B(O)O ([6-(4-{[(1,1-dimethylethyl)oxy]carbonyl}-1-piperazinyl)-3-pyridinyl]boronic acid). Reagents/catalysts: C=1C=CC(=CC1)[P](C=2C=CC=CC2)(C=3C=CC=CC3)[Pd]([P](C=4C=CC=CC4)(C=5C=CC=CC5)C=6C=CC=CC6)([P](C=7C=CC=CC7)(C=8C=CC=CC8)C=9C=CC=CC9)[P](C=1C=CC=CC1)(C=1C=CC=CC1)C=1C=CC=CC1 (tetrakis(triphenylphosphine)palladium(0)). Run in O1CCOCC1 (dioxane), O (H2O). Run at temperature 160 celsius. The product is NC(=O)C=1C=C(C=C2C(=CNC12)C1CCN(CC1)S(=O)(=O)CC)C=1C=CC(=NC1)N1CCN(CC1)C(=O)OC(C)(C)C (1,1-dimethylethyl 4-(5-{7-(aminocarbonyl)-3-[1-(ethylsulfonyl)-4-piperidinyl]-1H-indol-5-yl}-2-pyridinyl)-1-piperazinecarboxylate). Isolated yield 89.7%. RXN SMILES: Br[C:2]1[CH:3]=[C:4]2[C:8](=[C:9]([C:11]([NH2:13])=[O:12])[CH:10]=1)[NH:7][CH:6]=[C:5]2[CH:14]1[CH2:19][CH2:18][N:17]([S:20]([CH2:23][CH3:24])(=[O:22])=[O:21])[CH2:16][CH2:15]1.C(=O)([O-])[O-].[Cs+].[Cs+].[CH3:31][C:32]([O:35][C:36]([N:38]1[CH2:43][CH2:42][N:41]([C:44]2[N:49]=[CH:48][C:47](B(O)O)=[CH:46][CH:45]=2)[CH2:40][CH2:39]1)=[O:37])([CH3:34])[CH3:33]>O1CCOCC1.O.C1C=CC([P]([Pd]([P](C2C=CC=CC=2)(C2C=CC=CC=2)C2C=CC=CC=2)([P](C2C=CC=CC=2)(C2C=CC=CC=2)C2C=CC=CC=2)[P](C2C=CC=CC=2)(C2C=CC=CC=2)C2C=CC=CC=2)(C2C=CC=CC=2)C2C=CC=CC=2)=CC=1>[NH2:13][C:11]([C:9]1[CH:10]=[C:2]([C:47]2[CH:46]=[CH:45][C:44]([N:41]3[CH2:42][CH2:43][N:38]([C:36]([O:35][C:32]([CH3:34])([CH3:33])[CH3:31])=[O:37])[CH2:39][CH2:40]3)=[N:49][CH:48]=2)[CH:3]=[C:4]2[C:8]=1[NH:7][CH:6]=[C:5]2[CH:14]1[CH2:19][CH2:18][N:17]([S:20]([CH2:23][CH3:24])(=[O:22])=[O:21])[CH2:16][CH2:15]1)=[O:12] |f:1.2.3,^1:63,65,84,103|. Procedure: To a solution of 5-bromo-3-[1-(ethylsulfonyl)-4-piperidinyl]-1H-indole-7-carboxamide (100 mg, 0.241 mmol) in dioxane (1.0 mL) and H2O (0.8 mL) was added cesium carbonate (314 mg, 0.964 mmol), and [6-(4-{[(1,1-dimethylethyl)oxy]carbonyl}-1-piperazinyl)-3-pyridinyl]boronic acid (297 mg, 0.964 mmol). The reaction mixture was stirred before addition of tetrakis(triphenylphosphine)palladium(0) (28 mg, 0.024 mmol). The reaction was heated in a microwave at 160° C. for 20 min. Mixture was concentrated ...